Dataset: the Open Reaction Database (ORD), a public repository of structured organic reaction records. Task: describe an organic reaction: reactants, conditions, products, and yield The reactants are ClS(=O)(=O)N=C=O (chlorosulfonyl isocyanate), C(=O)O (formic acid), S(N)(=O)(=O)Cl (sulfamoyl chloride), NC1=NC(=CC(=N1)C1=CC=C(C=C1)O)NC1=CC=C(C=C1)OC1=CC(=NC=C1)C(F)(F)F (4-{2-amino-6-[(4-{[2-(trifluoromethyl)pyridin-4-yl]oxy}phenyl)amino]pyrimidin-4-yl}phenol). Run in ice water, CO (methanol), CN(C(C)=O)C (N,N-dimethylacetamide). Product: S(N)(OC1=CC=C(C=C1)C1=NC(=NC(=C1)NC1=CC=C(C=C1)OC1=CC(=NC=C1)C(F)(F)F)N)(=O)=O (sulfamic acid, 4-{2-amino-6-[4-(2-trifluoromethylpyridin-4-yloxy)phenylamino]pyrimidin-4-yl}phenyl ester). As a reaction SMILES: Cl[S:2]([N:5]=C=O)(=[O:4])=[O:3].C(O)=O.S(Cl)(=O)(=O)N.[NH2:16][C:17]1[N:22]=[C:21]([C:23]2[CH:28]=[CH:27][C:26]([OH:29])=[CH:25][CH:24]=2)[CH:20]=[C:19]([NH:30][C:31]2[CH:36]=[CH:35][C:34]([O:37][C:38]3[CH:43]=[CH:42][N:41]=[C:40]([C:44]([F:47])([F:46])[F:45])[CH:39]=3)=[CH:33][CH:32]=2)[N:18]=1>CN(C)C(=O)C.CO>[S:2](=[O:3])(=[O:4])([O:29][C:26]1[CH:27]=[CH:28][C:23]([C:21]2[CH:20]=[C:19]([NH:30][C:31]3[CH:36]=[CH:35][C:34]([O:37][C:38]4[CH:43]=[CH:42][N:41]=[C:40]([C:44]([F:46])([F:47])[F:45])[CH:39]=4)=[CH:33][CH:32]=3)[N:18]=[C:17]([NH2:16])[N:22]=2)=[CH:24][CH:25]=1)[NH2:5]. Procedure: To neat chlorosulfonyl isocyanate (0.166 g, 1.37 mmol) was added dropwise formic acid (97%, 0.63 g, 1.37 mmol) while cooling in ice-water bath. The mixture was stirred at rt until gas evolution ceased. The resulting sulfamoyl chloride was added to a solution of 4-{2-amino-6-[(4-{[2-(trifluoromethyl)pyridin-4-yl]oxy}phenyl)amino]pyrimidin-4-yl}phenol (0.06 g, 0.14 mmol, Example 51) in dry N,N-dimethylacetamide at 0° C. The reaction mixture was then stirred at rt for 12 h. The solution was diluted... Starting materials: CO, CCOC(C)=O, COc1ccc([N+](=O)[O-])c2c1CN(C)C2=O. Yields the product COc1ccc(N)c2c1CN(C)C2=O. As a reaction SMILES: [CH3:17][OH:18].[CH3:19][CH2:20][O:21][C:22]([CH3:23])=[O:24].[CH3:1][O:2][c:3]1[c:4]2[c:8]([c:9]([N+:12]([O-:13])=[O:14])[cH:10][cH:11]1)[C:7](=[O:15])[N:6]([CH3:16])[CH2:5]2>>[CH3:1][O:2][c:3]1[c:4]2[c:8]([c:9]([NH2:12])[cH:10][cH:11]1)[C:7](=[O:15])[N:6]([CH3:16])[CH2:5]2. Reactants: BrC1=CC2=C(C(CNCC2)C2=CC=CC=C2)C=C1OC (7-Bromo-8-methoxy-1-phenyl-2,3,4,5-tetrahydro-1H-3-benzazepine), C=O (formalin). The solvent is C(=O)O (formic acid). The product is BrC1=CC2=C(C(CN(CC2)C)C2=CC=CC=C2)C=C1OC (7-bromo8-methoxy-3-methyl-1-phenyl-2,3,4,5-tetrahydro-1H-3-benzazepine). As a reaction SMILES: [Br:1][C:2]1[C:18]([O:19][CH3:20])=[CH:17][C:5]2[CH:6]([C:11]3[CH:16]=[CH:15][CH:14]=[CH:13][CH:12]=3)[CH2:7][NH:8][CH2:9][CH2:10][C:4]=2[CH:3]=1.[CH2:21]=O>C(O)=O>[Br:1][C:2]1[C:18]([O:19][CH3:20])=[CH:17][C:5]2[CH:6]([C:11]3[CH:16]=[CH:15][CH:14]=[CH:13][CH:12]=3)[CH2:7][N:8]([CH3:21])[CH2:9][CH2:10][C:4]=2[CH:3]=1. Procedure details: 7-Bromo-8-methoxy-1-phenyl-2,3,4,5-tetrahydro-1H-3-benzazepine (9.6 g, 0.03 m), 37% formalin (27 ml) and 95% formic acid (38 ml) were mixed and heated to reflux for 16 hours. The mixture was concentrated in vacuo, treated with 10% hydrochloric acid (70 ml) and concentrated in vacuo. The residue was partitioned between ethyl acetate and ammonium hydroxide to give 7-bromo8-methoxy-3-methyl-1-phenyl-2,3,4,5-tetrahydro-1H-3-benzazepine. Reactants: CCCCc1nc2ccc(C)c(C(=O)OCC)c2n1Cc1ccc(-c2ccccc2-c2nnn[nH]2)cc1, CCO, [Na+], [OH-]. Yields the product CCCCc1nc2ccc(C)c(C(=O)O)c2n1Cc1ccc(-c2ccccc2-c2nnn[nH]2)cc1. Reaction SMILES: [CH2:1]([CH2:2][CH2:3][CH3:4])[c:5]1[n:6][c:7]2[c:8]([n:9]1[CH2:10][c:11]1[cH:12][cH:13][c:14](-[c:17]3[c:18](-[c:23]4[n:24][n:25][n:26][nH:27]4)[cH:19][cH:20][cH:21][cH:22]3)[cH:15][cH:16]1)[c:28]([C:33](=[O:34])[O:35][CH2:36][CH3:37])[c:29]([CH3:32])[cH:30][cH:31]2.[CH3:40][CH2:41][OH:42].[Na+:39].[OH-:38]>>[CH2:1]([CH2:2][CH2:3][CH3:4])[c:5]1[n:6][c:7]2[c:8]([n:9]1[CH2:10][c:11]1[cH:12][cH:13][c:14](-[c:17]3[c:18](-[c:23]4[n:24][n:25][n:26][nH:27]4)[cH:19][cH:20][cH:21][cH:22]3)[cH:15][cH:16]1)[c:28]([C:33](=[O:34])[OH:35])[c:29]([CH3:32])[cH:30][cH:31]2. The product is COCCOC1=C(C=C(C=C1)NC1=NC=CC(=N1)C1=C(N=C(S1)NC)C)[N+](=O)[O-] ([4-(2-Methoxy-ethoxy)-3-nitro-phenyl]-[4-(4-methyl-2-methylamino-thiazol-5-yl)-pyrimidin-2-yl]-amine). Reported procedure: By alkylation of [4-(2-aminomethyl-4-methyl-thiazol-5-yl)-pyrimidin-2-yl]-(4-fluoro-3-nitrophenyl)-amine with 2-methoxy-ethanol. Yellow solid. Anal. RP-HPLC: tR=12.8 min (10-70% MeCN, purity >90%). 1H-NMR (DMSO-D6) δ: 2.41 (s, 3H, CH3), 2.86 (d, 3H, J=4.5 Hz, CH3), 3.24 (s, 3H, CH3), 3.66 (m, 2H, CH2), 4.23 (m, 2H, CH2), 6.93 (d, 1H, J=6.0 Hz, pyrimidinyl-H), 7.32 (d, 1H, J=5.0 Hz, Ph-H), 7.79 (m, 1H, Ph-H), 8.08 (d, 1H, J=5.0 Hz, Ph-H), 8.35 (d, 1H, J=5.0 Hz, pyrimidinyl-H), 8.54 (m, 1H, NH), 9... As a reaction SMILES: NC[C:3]1[S:4][C:5]([C:9]2[CH:14]=[CH:13][N:12]=[C:11]([NH:15][C:16]3[CH:21]=[CH:20][C:19](F)=[C:18]([N+:23]([O-:25])=[O:24])[CH:17]=3)[N:10]=2)=[C:6]([CH3:8])[N:7]=1.[CH3:26][O:27][CH2:28][CH2:29][OH:30].C[C:32]#[N:33]>>[CH3:26][O:27][CH2:28][CH2:29][O:30][C:19]1[CH:20]=[CH:21][C:16]([NH:15][C:11]2[N:10]=[C:9]([C:5]3[S:4][C:3]([NH:33][CH3:32])=[N:7][C:6]=3[CH3:8])[CH:14]=[CH:13][N:12]=2)=[CH:17][C:18]=1[N+:23]([O-:25])=[O:24]. Starting materials: NCC=1SC(=C(N1)C)C1=NC(=NC=C1)NC1=CC(=C(C=C1)F)[N+](=O)[O-] ([4-(2-aminomethyl-4-methyl-thiazol-5-yl)-pyrimidin-2-yl]-(4-fluoro-3-nitrophenyl)-amine), COCCO (2-methoxy-ethanol), CC#N (MeCN). Reactants: OCCN(S(=O)(=O)C1=CC=C(C=C1)C=1NC(C(C(=O)O)=CC1)=O)CCO (6-[4-[bis(2-hydroxyethyl)aminosulfonyl]phenyl]-1,2-dihydro-2-oxonicotinic acid), ON1C(CCC1=O)=O (N-hydroxysuccinimide), C1(CCCCC1)N=C=NC1CCCCC1 (N,N'-dicyclohexylcarbodiimide). The solvent is CN(C=O)C (dimethylformamide), CN(C=O)C (dimethylformamide). Product: OCCN(S(=O)(=O)C1=CC=C(C=C1)C=1NC(C(C(=O)ON2C(CCC2=O)=O)=CC1)=O)CCO (6-[4-[Bis(2-hydroxyethyl)aminosulfonyl]phenyl]-1,2-dihydro-2-oxonicotinic Acid, 2,5-Dioxo-1-pyrrolidinyl Ester). RXN SMILES: [OH:1][CH2:2][CH2:3][N:4]([CH2:24][CH2:25][OH:26])[S:5]([C:8]1[CH:13]=[CH:12][C:11]([C:14]2[NH:15][C:16](=[O:23])[C:17](=[CH:21][CH:22]=2)[C:18]([OH:20])=[O:19])=[CH:10][CH:9]=1)(=[O:7])=[O:6].O[N:28]1[C:32](=[O:33])[CH2:31][CH2:30][C:29]1=[O:34].C1(N=C=NC2CCCCC2)CCCCC1>CN(C)C=O>[OH:1][CH2:2][CH2:3][N:4]([CH2:24][CH2:25][OH:26])[S:5]([C:8]1[CH:9]=[CH:10][C:11]([C:14]2[NH:15][C:16](=[O:23])[C:17](=[CH:21][CH:22]=2)[C:18]([O:20][N:28]2[C:32](=[O:33])[CH2:31][CH2:30][C:29]2=[O:34])=[O:19])=[CH:12][CH:13]=1)(=[O:7])=[O:6]. Procedure: A solution of 45 g. of 6-[4-[bis(2-hydroxyethyl)aminosulfonyl]phenyl]-1,2-dihydro-2-oxonicotinic acid and 14.0 g. of N-hydroxysuccinimide in 450 ml. of dimethylformamide is cooled to 0°-5° C. and treated dropwise, with stirring, with a solution of 26.8 g. of N,N'-dicyclohexylcarbodiimide in 30 ml. of dimethylformamide. The mixture is stirred for 16 hours at room temperature, then cooled and filtered to remove by-product N,N'-dicyclohexylurea. The filtrate is diluted with 1.5 l. of 2-propanol and... Starting materials: [C@@H]12[C@@H](CCCC1)C(=O)OC2=O (cis-1,2-cyclohexane dicarboxylic anhydride), BrC=1C(=C(N)C=C(C1OC1=C(C=C(C=C1)[N+](=O)[O-])Cl)C)C (3-bromo-4-(2-chloro-4-nitrophenoxy)-2,5-dimethylaniline), C=1(C(=CC=CC1)S(=O)(=O)O)C (toluene sulfonic acid). Run in C1(=CC=CC=C1)C (toluene). Product: BrC=1C(=C(C=C(C1OC1=C(C=C(C=C1)[N+](=O)[O-])Cl)C)N1C(C2CCCCC2C1=O)=O)C (8-[3-bromo-4-(2-chloro-4-nitrophenoxy)-2,5-dimethylphenyl]-8-azabicyclo[4.3.0]-nonan-7,9-dione). The yield is 84.5%. As a reaction SMILES: [Br:1][C:2]1[C:3]([CH3:21])=[C:4]([CH:6]=[C:7]([CH3:20])[C:8]=1[O:9][C:10]1[CH:15]=[CH:14][C:13]([N+:16]([O-:18])=[O:17])=[CH:12][C:11]=1[Cl:19])[NH2:5].[C@@H:22]12[C:31](=O)[O:30][C:28](=[O:29])[C@@H:23]1[CH2:24][CH2:25][CH2:26][CH2:27]2.C1(C)C(S(O)(=O)=O)=CC=CC=1>C1(C)C=CC=CC=1>[Br:1][C:2]1[C:3]([CH3:21])=[C:4]([N:5]2[C:28](=[O:29])[CH:23]3[CH:22]([CH2:27][CH2:26][CH2:25][CH2:24]3)[C:31]2=[O:30])[CH:6]=[C:7]([CH3:20])[C:8]=1[O:9][C:10]1[CH:15]=[CH:14][C:13]([N+:16]([O-:18])=[O:17])=[CH:12][C:11]=1[Cl:19]. Reported procedure: To a solution of 3-bromo-4-(2-chloro-4-nitrophenoxy)-2,5-dimethylaniline (4.7 grams, 12.65 mmol) prepared in Part C in toluene (40 milliliters) was added cis-1,2-cyclohexane dicarboxylic anhydride (20.48 grams, 132.83 mmol) and a spatula tipful of toluene sulfonic acid. The reaction mixture was heated at reflux overnight and allowed to cool; washed with 5% NaOH solution (5x), water (3x) and brine (1x); dried over Na2SO4 and concentrated under reduced pressure to afford the crude desired product ... Reactants: OC1=CC=C(C=C1)C(C)(C)C1=CC=C(C=C1)O (bisphenol A), NC1=CC=CC=C1 (aniline), C=O (formalin), C=O (formalin). The solvent is C1(=CC=CC=C1)C (toluene). Conditions: temperature 65 celsius. The product is O1NCCC2=C1C=CC=C2 (Dihydrobenzoxazine). As a reaction SMILES: O[C:2]1C=C[C:5]([C:8]([C:11]2[CH:16]=CC(O)=CC=2)(C)C)=[CH:4][CH:3]=1.[NH2:18]C1C=CC=CC=1.[CH2:25]=[O:26]>C1(C)C=CC=CC=1>[O:26]1[C:25]2[CH:2]=[CH:3][CH:4]=[CH:5][C:8]=2[CH2:11][CH2:16][NH:18]1. Procedure: To a suitably equipped glass resin reactor equipped with stirrer are charged 100 parts bisphenol A, 70 parts toluene and 81.5 parts of aniline. The slurry is warmed and agitated to form a uniform solution. An inert nitrogen atmosphere is maintained over the reaction mixture. The temperature of the reaction mixture is adjusted to 50° C. and 108 parts of 50% formalin are added slowly, while the temperature is maintained at 50° to 55° C. After formalin addition is complete the batch is refluxed at ...